This data is from the Open Reaction Database (ORD), a public repository of structured organic reaction records. The task is: describe an organic reaction: reactants, conditions, products, and yield Reactants: COC1=C(OC)C(=O)C(Cc2ccc(OC(C)=O)c(C(=O)O)c2)=C(C)C1=O, CO, [Na+], O, O=C([O-])O. The product is COC1=C(OC)C(=O)C(Cc2ccc(O)c(C(=O)O)c2)=C(C)C1=O. RXN SMILES: [CH3:1][O:2][C:3]1=[C:8]([O:9][CH3:10])[C:7](=[O:11])[C:6]([CH2:12][c:13]2[cH:14][cH:15][c:16]([O:22][C:23](=[O:24])[CH3:25])[c:17]([C:18](=[O:19])[OH:20])[cH:21]2)=[C:5]([CH3:26])[C:4]1=[O:27].[CH3:33][OH:34].[Na+:28].[OH2:35].[OH:29][C:30](=[O:31])[O-:32]>>[CH3:1][O:2][C:3]1=[C:8]([O:9][CH3:10])[C:7](=[O:11])[C:6]([CH2:12][c:13]2[cH:14][cH:15][c:16]([OH:22])[c:17]([C:18](=[O:19])[OH:20])[cH:21]2)=[C:5]([CH3:26])[C:4]1=[O:27]. Starting materials: C[C@@H]1N([C@@H](CCC1)C)CCNC(=O)[C@H]1N(CCCC1)C(=O)OC(C)(C)C (tert-butyl (2S)-2-[(2-[(cis)-2,6-dimethyl-1-piperidinyl]ethylamino)carbonyl]-1-piperidinecarboxylate), FC(C(=O)O)(F)F (trifluoroacetic acid). Yields the product C[C@@H]1N([C@@H](CCC1)C)CCNC(=O)[C@H]1NCCCC1 ((2S)-N2 -2-[(cis)-2,6-dimethyl-1-piperidinyl]ethyl-2-piperidinecarboxamide). As a reaction SMILES: [CH3:1][C@H:2]1[CH2:7][CH2:6][CH2:5][C@@H:4]([CH3:8])[N:3]1[CH2:9][CH2:10][NH:11][C:12]([C@@H:14]1[CH2:19][CH2:18][CH2:17][CH2:16][N:15]1C(OC(C)(C)C)=O)=[O:13].FC(F)(F)C(O)=O>>[CH3:8][C@H:4]1[CH2:5][CH2:6][CH2:7][C@@H:2]([CH3:1])[N:3]1[CH2:9][CH2:10][NH:11][C:12]([C@@H:14]1[CH2:19][CH2:18][CH2:17][CH2:16][NH:15]1)=[O:13]. Reported procedure: The title compound was prepared by a similar method to Preparation 8 from tert-butyl (2S)-2-[(2-[(cis)-2,6-dimethyl-1-piperidinyl]ethylamino)carbonyl]-1-piperidinecarboxylate [see Preparation 14] and trifluoroacetic acid, to afford (2S)-N2 -2-[(cis)-2,6-dimethyl-1-piperidinyl]ethyl-2-piperidinecarboxamide as a gum. The product is C1(CC1)NC(=O)N1C=CC2=CC(=CC=C12)OC1=CC(=NC=C1)NC(=O)C1CC1 (N1-Cyclopropyl-5-({2-[(cyclopropylcarbonyl)amino]-4-pyridyl}oxy)-1H-1-indolecarboxamide). Reactants: C1(CC1)NC(=O)N1C=CC2=CC(=CC=C12)OC1=CC(=NC=C1)N(C(=O)C1CC1)C(=O)C1CC1 (N1-Cyclopropyl-5-({2-[di(cyclopropylcarbonyl)amino]-4-pyridyl}oxy)-1H-1-indolecarboxamide), [Cl-].[NH4+] (ammonium chloride), CN(C=O)C (dimethylformamide). Yield: 41.0%. The solvent is C(C)(=O)OCC (ethyl acetate), O (Water), C(C)O (ethanol), O (water). Procedure: N1-Cyclopropyl-5-({2-[di(cyclopropylcarbonyl)amino]-4-pyridyl}oxy)-1H-1-indolecarboxamide (190 mg), ammonium chloride (660 mg), dimethylformamide (5 ml), water (5 ml) and ethanol (5 ml) were stirred at 100° C. for 1 hour. Water and ethyl acetate were added for extraction, and the extract was washed 6 times with water. After drying over magnesium sulfate, the drying agent was filtered off and the solvent was distilled off under reduced pressure. Ethyl acetate was added to the residue and the prec... Reaction SMILES: [CH:1]1([NH:4][C:5]([N:7]2[C:15]3[C:10](=[CH:11][C:12]([O:16][C:17]4[CH:22]=[CH:21][N:20]=[C:19]([N:23](C(C5CC5)=O)[C:24]([CH:26]5[CH2:28][CH2:27]5)=[O:25])[CH:18]=4)=[CH:13][CH:14]=3)[CH:9]=[CH:8]2)=[O:6])[CH2:3][CH2:2]1.[Cl-].[NH4+].CN(C)C=O>C(OCC)(=O)C.O.C(O)C>[CH:1]1([NH:4][C:5]([N:7]2[C:15]3[C:10](=[CH:11][C:12]([O:16][C:17]4[CH:22]=[CH:21][N:20]=[C:19]([NH:23][C:24]([CH:26]5[CH2:28][CH2:27]5)=[O:25])[CH:18]=4)=[CH:13][CH:14]=3)[CH:9]=[CH:8]2)=[O:6])[CH2:3][CH2:2]1 |f:1.2|. Reactants: Cc1ccccc1C(=O)c1cnc(NCCCNC(=O)OC(C)(C)C)s1, O=C([O-])O, Cl, [Na+], C1COCCO1. The product is Cc1ccccc1C(=O)c1cnc(NCCCN)s1. As a reaction SMILES: [C:1]([O:2][C:3](=[O:4])[NH:7][CH2:8][CH2:9][CH2:10][NH:11][c:12]1[s:13][c:14]([C:17]([c:18]2[c:19]([CH3:24])[cH:20][cH:21][cH:22][cH:23]2)=[O:25])[cH:15][n:16]1)([CH3:5])([CH3:6])[CH3:26].[C:28](=[O:29])([OH:30])[O-:31].[ClH:27].[Na+:32].[O:33]1[CH2:34][CH2:35][O:36][CH2:37][CH2:38]1>>[NH2:7][CH2:8][CH2:9][CH2:10][NH:11][c:12]1[s:13][c:14]([C:17]([c:18]2[c:19]([CH3:24])[cH:20][cH:21][cH:22][cH:23]2)=[O:25])[cH:15][n:16]1. Reaction SMILES: [CH2:1]([C:5]1[N:6]([CH2:12][C:13]2[CH:18]=[CH:17][C:16]([C:19]([O:21]C)=[O:20])=[CH:15][CH:14]=2)[C:7]([CH:10]=O)=[CH:8][N:9]=1)[CH2:2][CH2:3][CH3:4].[CH3:23][N:24]1[CH2:30][C:28](=[O:29])[NH:27][C:25]1=[O:26]>>[CH2:1]([C:5]1[N:6]([CH2:12][C:13]2[CH:14]=[CH:15][C:16]([C:19]([OH:21])=[O:20])=[CH:17][CH:18]=2)[C:7](/[CH:10]=[C:30]2/[N:24]([CH3:23])[C:25](=[O:26])[NH:27][C:28]/2=[O:29])=[CH:8][N:9]=1)[CH2:2][CH2:3][CH3:4]. Procedure: This compound is prepared by a procedure similar to Example 1 except that the starting materials are the ester derivative, 2-butyl-1-(4-carbomethoxybenzyl)-5-formylimidazole, and 1-methylhydantoin. The crude mixed isomer products are purified and separated by silica gel column chromatography, eluting with 0.1:1.5:10 glacial acetic acid-methanol-chloroform. The "slow" moving material is the (E) isomer; tlc (0.1:2:10 acetic acid-methanol-chloroform system) 1 spot, Rf 0.5; mp 219°-221° C.; nmr (DMS... Product: C(CCC)C=1N(C(=CN1)/C=C\1/N(C(NC1=O)=O)C)CC1=CC=C(C(=O)O)C=C1 ((E)-4-[[2-Butyl-5-[(2,5-dioxo-3-methyl-4-imidazolidinylidene)methyl ]-1H-imidazol-1-yl]methyl]benzoic acid). Starting materials: ester, C(CCC)C=1N(C(=CN1)C=O)CC1=CC=C(C=C1)C(=O)OC (2-butyl-1-(4-carbomethoxybenzyl)-5-formylimidazole), CN1C(=O)NC(=O)C1 (1-methylhydantoin). Reactants: CCCCCCCCc1ccc(OCC2CO2)cc1, [Cl-], [H-], [Na+], [Na+], CN(C)C=O, c1ccc2[nH]ccc2c1. Product: CCCCCCCCc1ccc(OCC(O)Cn2ccc3ccccc32)cc1. Reaction SMILES: [CH2:12]([CH2:13][CH2:14][CH2:15][CH2:16][CH2:17][CH2:18][CH3:19])[c:20]1[cH:21][cH:22][c:23]([O:24][CH2:25][CH:26]2[O:27][CH2:28]2)[cH:29][cH:30]1.[Cl-:31].[H-:1].[Na+:2].[Na+:32].[O:33]=[CH:34][N:35]([CH3:36])[CH3:37].[nH:3]1[cH:4][cH:5][c:6]2[cH:7][cH:8][cH:9][cH:10][c:11]12>>[n:3]1([CH2:28][CH:26]([CH2:25][O:24][c:23]2[cH:22][cH:21][c:20]([CH2:12][CH2:13][CH2:14][CH2:15][CH2:16][CH2:17][CH2:18][CH3:19])[cH:30][cH:29]2)[OH:27])[cH:4][cH:5][c:6]2[cH:7][cH:8][cH:9][cH:10][c:11]12. Starting materials: ClC1=NC2=CC=CC=C2C=C1 (2-chloro-quinoline), [Na] (sodium), N1N=CN=C1 (1H-1,2,4-triazole). Run in CN(C=O)C (dimethyl formamide). Product: N1(N=CN=C1)C1=NC2=CC=CC=C2C=C1 (2-(1H-1,2,4-triazole-1-yl)-quinoline). RXN SMILES: Cl[C:2]1[CH:11]=[CH:10][C:9]2[C:4](=[CH:5][CH:6]=[CH:7][CH:8]=2)[N:3]=1.[Na].[NH:13]1[CH:17]=[N:16][CH:15]=[N:14]1>CN(C)C=O>[N:13]1([C:2]2[CH:11]=[CH:10][C:9]3[C:4](=[CH:5][CH:6]=[CH:7][CH:8]=3)[N:3]=2)[CH:17]=[N:16][CH:15]=[N:14]1 |^1:11|. Procedure details: 1.64 g of 2-chloro-quinoline and 1.1 g of the sodium salt of 1H-1,2,4-triazole are reacted in 10 ml of dimethyl formamide for 20 hours at 100° C. and worked up as in Example 1 to give 1.43 g of 2-(1H-1,2,4-triazole-1-yl)-quinoline /yield 53%/ The reactants are NC=1C=C(C(=NC1)F)Br (5-amino-3-bromo-2-fluoropyridine), C(CCC)[Sn](C=C)(CCCC)CCCC (tributyl(vinyl)tin). The reagents and catalysts are [Pd].C1(=CC=CC=C1)P(C1=CC=CC=C1)C1=CC=CC=C1.C1(=CC=CC=C1)P(C1=CC=CC=C1)C1=CC=CC=C1.C1(=CC=CC=C1)P(C1=CC=CC=C1)C1=CC=CC=C1.C1(=CC=CC=C1)P(C1=CC=CC=C1)C1=CC=CC=C1 (tetrakis(triphenylphosphine) palladium). Solvent: C1(=CC=CC=C1)C (toluene). Conditions: temperature 100 celsius. The product is NC=1C=C(C(=NC1)F)C=C (5-Amino-3-ethenyl-2-fluoropyridine). Isolated yield 97.9%. RXN SMILES: [NH2:1][C:2]1[CH:3]=[C:4](Br)[C:5]([F:8])=[N:6][CH:7]=1.[CH2:10]([Sn](CCCC)(CCCC)C=C)[CH2:11]CC>C1(C)C=CC=CC=1.[Pd].C1(P(C2C=CC=CC=2)C2C=CC=CC=2)C=CC=CC=1.C1(P(C2C=CC=CC=2)C2C=CC=CC=2)C=CC=CC=1.C1(P(C2C=CC=CC=2)C2C=CC=CC=2)C=CC=CC=1.C1(P(C2C=CC=CC=2)C2C=CC=CC=2)C=CC=CC=1>[NH2:1][C:2]1[CH:3]=[C:4]([CH:10]=[CH2:11])[C:5]([F:8])=[N:6][CH:7]=1 |f:3.4.5.6.7|. Reported procedure: To a stirred solution of 5-amino-3-bromo-2-fluoropyridine (3.25 g, 17.0 mmol) in toluene (20 mL) was added tributyl(vinyl)tin (7.64 g, 20.4 mmol) followed by tetrakis(triphenylphosphine) palladium (Aldrich, 0.63 g, 1.7 mmol). The reaction mixture was heated at 100° C. for 24 h. The solvent was removed in vacuo and the residue was purified by column chromatography (silica gel; EtOAc/hexane, 4:6) to afford the title compound as a beige solid (2.30 g, 98%): 1H NMR (CDCl3, 300 MHz) δ 3.61 (br s, 2H)... Reactants: NC1=CC=2[C@@]3(C4=CC(=CC=C4OC2C=C1)OC)N=C(OC3)NC(C(F)(F)F)=O ((S)—N-(2′-amino-7′-methoxy-5H-spiro[oxazole-4,9′-xanthene]-2-yl)-2,2,2-trifluoroacetamide), ClC=1C=CC(=NC1)C(=O)O (5-chloropyridine-2-carboxylic acid), Cl.CN(CCCN=C=NCC)C (1-(3-dimethylaminopropyl)-3-ethylcarbodiimide hydrochloride), ON1N=NC2=C1C=CC=C2 (1-hydroxy-1H-benzotriazole). Run in C(Cl)Cl (DCM), O (water), C(Cl)Cl (DCM), CN(C)C=O (DMF). Reaction conditions: time 1.5 hour. The product is ClC=1C=CC(=NC1)C(=O)NC1=CC=C2OC=3C=CC(=CC3[C@]3(C2=C1)N=C(OC3)NC(C(F)(F)F)=O)OC ((S)-5-chloro-N-(2′-methoxy-2-(2,2,2-trifluoroacetamido)-5H-spiro[oxazole-4,9′-xanthene]-7′-yl)picolinamide). RXN SMILES: [NH2:1][C:2]1[CH:15]=[CH:14][C:13]2[O:12][C:11]3[C:6](=[CH:7][C:8]([O:16][CH3:17])=[CH:9][CH:10]=3)[C@:5]3([CH2:21][O:20][C:19]([NH:22][C:23](=[O:28])[C:24]([F:27])([F:26])[F:25])=[N:18]3)[C:4]=2[CH:3]=1.[Cl:29][C:30]1[CH:31]=[CH:32][C:33]([C:36](O)=[O:37])=[N:34][CH:35]=1.Cl.CN(C)CCCN=C=NCC.ON1C2C=CC=CC=2N=N1>C(Cl)Cl.CN(C=O)C.O>[Cl:29][C:30]1[CH:31]=[CH:32][C:33]([C:36]([NH:1][C:2]2[CH:3]=[C:4]3[C:13]([O:12][C:11]4[CH:10]=[CH:9][C:8]([O:16][CH3:17])=[CH:7][C:6]=4[C@@:5]43[CH2:21][O:20][C:19]([NH:22][C:23](=[O:28])[C:24]([F:26])([F:25])[F:27])=[N:18]4)=[CH:14][CH:15]=2)=[O:37])=[N:34][CH:35]=1 |f:2.3|. Reported procedure: A 5 mL smith synthesizer vial was charged with (R)-2′-bromo-7′-methoxy-5H-spiro[oxazole-4,9′-xanthen]-2-amine (1.248 g, 3.46 mmol), sodium azide (0.684 g, 10.52 mmol), L-ascorbic acid sodium salt (0.057 g, 0.288 mmol), copper(I) iodide (0.131 g, 0.688 mmol), and (1R,2R)—N1,N2-dimethylcyclohexane-1,2-diamine (0.116 mL, 0.736 mmol) in EtOH (6.0 mL), water (2.6 mL) and the reaction was heated to 100° C. in the microwave for 35 minutes. The reaction vial was cooled to RT and concentrated on the rota...